Dataset: the Open Reaction Database (ORD), a public repository of structured organic reaction records. Task: describe an organic reaction: reactants, conditions, products, and yield Reactants: NNC(=O)c1ccc2n1Cc1ccccc1N(C(=O)c1ccc(C3CCCCC3)cc1)C2, C1CCOC1, O=C=Nc1ccccc1. Yields the product O=C(NNC(=O)c1ccc2n1Cc1ccccc1N(C(=O)c1ccc(C3CCCCC3)cc1)C2)Nc1ccccc1. As a reaction SMILES: [CH:1]1([c:7]2[cH:8][cH:9][c:10]([C:11](=[O:12])[N:13]3[CH2:14][c:15]4[n:16]([c:24]([C:27](=[O:28])[NH:29][NH2:30])[cH:25][cH:26]4)[CH2:17][c:18]4[c:19]3[cH:20][cH:21][cH:22][cH:23]4)[cH:31][cH:32]2)[CH2:2][CH2:3][CH2:4][CH2:5][CH2:6]1.[O:42]1[CH2:43][CH2:44][CH2:45][CH2:46]1.[c:33]1([N:39]=[C:40]=[O:41])[cH:34][cH:35][cH:36][cH:37][cH:38]1>>[CH:1]1([c:7]2[cH:8][cH:9][c:10]([C:11](=[O:12])[N:13]3[CH2:14][c:15]4[n:16]([c:24]([C:27](=[O:28])[NH:29][NH:30][C:40]([NH:39][c:33]5[cH:34][cH:35][cH:36][cH:37][cH:38]5)=[O:41])[cH:25][cH:26]4)[CH2:17][c:18]4[c:19]3[cH:20][cH:21][cH:22][cH:23]4)[cH:31][cH:32]2)[CH2:2][CH2:3][CH2:4][CH2:5][CH2:6]1.